Task: describe an organic reaction: reactants, conditions, products, and yield. Dataset: the Open Reaction Database (ORD), a public repository of structured organic reaction records The reactants are solid, O1C(=CC2=C1C=CC=C2)C2=C1C=CC=NC1=C(C=C2)OC (5-(1-benzofuran-2-yl)-8-methoxy-quinoline), O1C(=CC2=C1C=CC=C2)C2=C1C=CC=NC1=C(C=C2)O (5-(1-benzofuran-2-yl)-8-hydroxy-quinoline), BrCC#N (bromoacetonitrile). Product: O1C(=CC2=C1C=CC=C2)C2=C1C=CC=NC1=C(C=C2)O (5-(1-Benzofuran-2-yl)-8-hydroxy-quinoline), O1C(=CC2=C1C=CC=C2)C2=C1C=CC=NC1=C(C=C2)OCC#N ({[5-(1-Benzofuran-2-yl)-quinolin-8-yl]oxy}acetonitrile). The yield is 34.0%. As a reaction SMILES: [O:1]1[C:5]2[CH:6]=[CH:7][CH:8]=[CH:9][C:4]=2[CH:3]=[C:2]1[C:10]1[CH:19]=[CH:18][C:17]([O:20]C)=[C:16]2[C:11]=1[CH:12]=[CH:13][CH:14]=[N:15]2.[O:22]1[C:26]2[CH:27]=[CH:28][CH:29]=[CH:30][C:25]=2[CH:24]=[C:23]1[C:31]1[CH:40]=[CH:39][C:38]([OH:41])=[C:37]2[C:32]=1[CH:33]=[CH:34][CH:35]=[N:36]2.Br[CH2:43][C:44]#[N:45]>>[O:1]1[C:5]2[CH:6]=[CH:7][CH:8]=[CH:9][C:4]=2[CH:3]=[C:2]1[C:10]1[CH:19]=[CH:18][C:17]([OH:20])=[C:16]2[C:11]=1[CH:12]=[CH:13][CH:14]=[N:15]2.[O:22]1[C:26]2[CH:27]=[CH:28][CH:29]=[CH:30][C:25]=2[CH:24]=[C:23]1[C:31]1[CH:40]=[CH:39][C:38]([O:41][CH2:43][C:44]#[N:45])=[C:37]2[C:32]=1[CH:33]=[CH:34][CH:35]=[N:36]2. Procedure: 5-(1-Benzofuran-2-yl)-8-hydroxy-quinoline was prepared as a solid (0.264 g, 99%) from 5-(1-benzofuran-2-yl)-8-methoxy-quinoline following the procedure described in the first part of Step 4 of Example 2. Mass spectrum (+ESI, [M+H]+) m/z 262. Reaction of 5-(1-benzofuran-2-yl)-8-hydroxy-quinoline with bromoacetonitrile according to the procedure described in Step 2 of Example 1 afforded the title compound as a solid (0.104 g, 34%). Mass spectrum (+ESI, [M+H]+) m/z 301. 1H NMR (500 MHz, DMSO-d6): δ... Starting materials: CN(C)C=O (DMF), O=P(Cl)(Cl)Cl (POCl3), O=C1CCN(CC1)C(=O)OCC (ethyl 4-oxopiperidine-1-carboxylate). Conditions: time 2 hour. The product is ClC=1CCN(CC1C=O)C(=O)OCC (ethyl 4-chloro-5-formyl-3,6-dihydropyridine-1(2H)-carboxylate). As a reaction SMILES: CN([CH:4]=[O:5])C.O=P(Cl)(Cl)[Cl:8].O=[C:12]1[CH2:17][CH2:16][N:15]([C:18]([O:20][CH2:21][CH3:22])=[O:19])[CH2:14][CH2:13]1>>[Cl:8][C:12]1[CH2:17][CH2:16][N:15]([C:18]([O:20][CH2:21][CH3:22])=[O:19])[CH2:14][C:13]=1[CH:4]=[O:5]. Procedure: A solution of DMF (2.5 eq) and POCl3 (1.5 eq.) at 0° C. was stirred for 15 min. To that ethyl 4-oxopiperidine-1-carboxylate (1.0 eq) obtained from step I was added at 40° C. and reaction was continued at room temperature for 2 h Reaction was quenched with water and extracted with ethyl acetate, organic layer was separated, dried over anhydrous Na2SO4 and concentrated under reduced pressure to afford crude product, which, on purification by column chromatography afforded the desired ethyl 4-chlor... Starting materials: COC(=O)CP(=O)(OC)OC (trimethyl phosphonoacetate), [Li]CCCC (nBuLi), CC1(C=2C=C3CCCC(C3=CC2C(CC1)(C)C)=O)C (3,4,5,6,7,8-hexahydro-5,5,8,8-tetramethyl-2H-anthracen-1-one). Run in C1CCOC1 (THF), C1CCOC1 (THF). Run at time 30 minute. Yields the product CC1(C=2C=C3CCC=C(C3=CC2C(CC1)(C)C)CC(=O)OC)C (methyl (3,4,5,6,7,8-hexahydro-5,5,8,8-tetramethylanthracen-1-yl)acetate). Yield: 54.6%. Reaction SMILES: [CH3:1][O:2][C:3]([CH2:5]P(OC)(OC)=O)=[O:4].[Li]CCCC.[CH3:17][C:18]1([CH3:35])[CH2:31][CH2:30][C:29]([CH3:33])([CH3:32])[C:28]2[CH:27]=[C:26]3[C:21]([CH2:22][CH2:23][CH2:24][C:25]3=O)=[CH:20][C:19]1=2>C1COCC1>[CH3:32][C:29]1([CH3:33])[CH2:30][CH2:31][C:18]([CH3:35])([CH3:17])[C:19]2[CH:20]=[C:21]3[C:26]([CH2:25][CH2:24][CH:23]=[C:22]3[CH2:5][C:3]([O:2][CH3:1])=[O:4])=[CH:27][C:28]1=2. Reported procedure: To a solution of trimethyl phosphonoacetate (5.68 g, 31 mmol) in THF (15 ml) was added dropwise nBuLi (9.3 ml, 2.5 M, 23 mM) at 0° C., and the resulting solution was stirred at that temperature for 30 min. 3,4,5,6,7,8-hexahydro-5,5,8,8-tetramethyl-2H-anthracen-1-one (2.0 g, 7.8 mmol) in THF (10 ml) was added at 25° C., and the mixture was stirred at that temperature for 30 min. Standard work-up procedures as detailed in Example 1, followed by purification of the product by column chromatography ... Reaction conditions: temperature 25 celsius, time 3 hour. Product: CSCC1=C(C=C(C=C1)I)Cl (2-chloro-4-iodobenzyl methyl sulfide). Starting materials: ClC1=C(CBr)C=CC(=C1)I (2-chloro-4-iodobenzyl bromide), C[S-].[Na+] (sodium thiomethoxide). RXN SMILES: [Cl:1][C:2]1[CH:9]=[C:8]([I:10])[CH:7]=[CH:6][C:3]=1[CH2:4]Br.[CH3:11][S-:12].[Na+]>CN(C)C=O.C(OCC)(=O)C>[CH3:11][S:12][CH2:4][C:3]1[CH:6]=[CH:7][C:8]([I:10])=[CH:9][C:2]=1[Cl:1] |f:1.2|. Procedure: A solution of 2-chloro-4-iodobenzyl bromide (4.82 g, 14.54 mmol) in N,N-dimethylformamide (30 mL) was treated with sodium thiomethoxide (2.04 g, 29.08 mmol). After the addition, the solution became cloudy and turned to a yellow color. The resulting reaction mixture was stirred for 3 h at 25° C. The reaction mixture was then diluted with ethyl acetate (100 mL). The organic layer was washed successively with water (2×100 mL) and a saturated aqueous sodium chloride solution (1×100 mL), dried over a... Yield: 97.7%. Run in C(C)(=O)OCC (ethyl acetate), CN(C=O)C (N,N-dimethylformamide). Reactants: Compound 1, C(C)(=O)C=1C(=CC=C2C(=CC(OC12)=O)C)OCC(=C)Cl (8-acetyl-7-(2-chloroallyl)oxy-4-methylcoumarin), ClC(COC1=CC=C2C(=CC(OC2=C1O)=O)C)=C (7-(2-chloro-2-propenyl)oxy-8-hydroxy-4-methylcoumarin), Compound 2, 4,5'-dimethyl-8-methoxypsoralen. The product is ClC(COC1=CC=C2C(=CC(OC2=C1OC)=O)C)=C (7-(2-chloro-2-propenyl)oxy-8-methoxy-4-methylcoumarin). As a reaction SMILES: C([C:4]1[C:5]([O:16][CH2:17][C:18]([Cl:20])=[CH2:19])=[CH:6][CH:7]=[C:8]2[C:13]=1[O:12][C:11](=[O:14])[CH:10]=[C:9]2[CH3:15])(=O)C.ClC(=C)[CH2:23][O:24]C1C(O)=C2C(C(C)=CC(=O)O2)=CC=1>>[Cl:20][C:18](=[CH2:19])[CH2:17][O:16][C:5]1[C:4]([O:24][CH3:23])=[C:13]2[C:8]([C:9]([CH3:15])=[CH:10][C:11](=[O:14])[O:12]2)=[CH:7][CH:6]=1. Procedure details: As shown in FIG. 24, the synthesis pathway for the compounds of the present invention involves starting with the following compound, Compound 1: ##STR5## This starting compound in the synthesis of Compound 2 is 4,5'-dimethyl-8-methoxypsoralen. The synthesis of this precursor compound has been described previously in the literature. See Bender, et al., J. Org. Chem. 44:2176 (1979). Alternatively, the starting compound may be synthesized by the following method: 8-acetyl-7-(2-chloroallyl)oxy-4-met... Reactants: ClCCl, COc1cc(C#N)c([N+](=O)[O-])cc1OCc1ccccc1, [Na+], [Na+], O, O=S([O-])S(=O)[O-]. The product is COc1cc(C#N)c(N)cc1OCc1ccccc1. Reaction SMILES: [CH2:30]([Cl:31])[Cl:32].[N+:1]([O-:2])(=[O:3])[c:4]1[c:5]([C:6]#[N:7])[cH:8][c:9]([O:20][CH3:21])[c:10]([O:12][CH2:13][c:14]2[cH:15][cH:16][cH:17][cH:18][cH:19]2)[cH:11]1.[Na+:28].[Na+:29].[OH2:33].[S:22]([S:23]([O-:24])=[O:25])([O-:26])=[O:27]>>[NH2:1][c:4]1[c:5]([C:6]#[N:7])[cH:8][c:9]([O:20][CH3:21])[c:10]([O:12][CH2:13][c:14]2[cH:15][cH:16][cH:17][cH:18][cH:19]2)[cH:11]1. The product is CC(=O)Nc1ccc(C(c2ccccc2)n2ccnc2)cc1C=O. RXN SMILES: [CH3:1][O:2][CH:3]([c:4]1[c:5]([NH:22][C:23]([CH3:24])=[O:25])[cH:6][cH:7][c:8]([CH:10]([c:11]2[cH:12][cH:13][cH:14][cH:15][cH:16]2)[n:17]2[cH:18][n:19][cH:20][cH:21]2)[cH:9]1)[O:26][CH3:27].[CH3:28][C:29](=[O:30])[OH:31].[OH2:32]>>[O:2]=[CH:3][c:4]1[c:5]([NH:22][C:23]([CH3:24])=[O:25])[cH:6][cH:7][c:8]([CH:10]([c:11]2[cH:12][cH:13][cH:14][cH:15][cH:16]2)[n:17]2[cH:18][n:19][cH:20][cH:21]2)[cH:9]1. The reactants are COC(OC)c1cc(C(c2ccccc2)n2ccnc2)ccc1NC(C)=O, CC(=O)O, O. Reactants: CC(C)C(=O)N1N=C(c2cc(F)ccc2F)OC1(CCCNC(=O)OC(C)(C)C)c1ccccc1, ClCCl, O=C(O)C(F)(F)F. Yields the product CC(C)C(=O)N1N=C(c2cc(F)ccc2F)OC1(CCCN)c1ccccc1. As a reaction SMILES: [C:1]([O:2][C:3](=[O:4])[NH:7][CH2:8][CH2:9][CH2:10][C:11]1([c:29]2[cH:30][cH:31][cH:32][cH:33][cH:34]2)[O:12][C:13]([c:21]2[c:22]([F:28])[cH:23][cH:24][c:25]([F:27])[cH:26]2)=[N:14][N:15]1[C:16]([CH:17]([CH3:18])[CH3:19])=[O:20])([CH3:5])([CH3:6])[CH3:35].[Cl:43][CH2:44][Cl:45].[F:36][C:37]([F:38])([F:39])[C:40]([OH:41])=[O:42]>>[NH2:7][CH2:8][CH2:9][CH2:10][C:11]1([c:29]2[cH:30][cH:31][cH:32][cH:33][cH:34]2)[O:12][C:13]([c:21]2[c:22]([F:28])[cH:23][cH:24][c:25]([F:27])[cH:26]2)=[N:14][N:15]1[C:16]([CH:17]([CH3:18])[CH3:19])=[O:20].